This data is from the Open Reaction Database (ORD), a public repository of structured organic reaction records. The task is: describe an organic reaction: reactants, conditions, products, and yield Reactants: CC(CC(N)C1=C(C=CC=C1)CCN1CCCCC1)(N)C (1,1-dimethyl-3-[2-[2-(1-piperidinyl)ethyl]phenyl]-1,3-propanediamine), C(C(=O)O)(=O)O (oxalic acid). Solvent: CC(C)O (2-propanol), CC(C)O (2-propanol). Product: C(C(=O)O)(=O)O.CC(CC(N)C1=C(C=CC=C1)CCN1CCCCC1)(N)C (1,1-Dimethyl-3-[2-[2-(1-piperidinyl)ethyl]phenyl]-1,3-propanediamine, oxalate salt). RXN SMILES: [CH3:1][C:2]([CH3:21])([NH2:20])[CH2:3][CH:4]([C:6]1[CH:11]=[CH:10][CH:9]=[CH:8][C:7]=1[CH2:12][CH2:13][N:14]1[CH2:19][CH2:18][CH2:17][CH2:16][CH2:15]1)[NH2:5].[C:22]([OH:27])(=[O:26])[C:23]([OH:25])=[O:24]>CC(O)C>[C:22]([OH:27])(=[O:26])[C:23]([OH:25])=[O:24].[CH3:1][C:2]([CH3:21])([NH2:20])[CH2:3][CH:4]([C:6]1[CH:11]=[CH:10][CH:9]=[CH:8][C:7]=1[CH2:12][CH2:13][N:14]1[CH2:19][CH2:18][CH2:17][CH2:16][CH2:15]1)[NH2:5] |f:3.4|. Procedure: To a solution of 1,1-dimethyl-3-[2-[2-(1-piperidinyl)ethyl]phenyl]-1,3-propanediamine (2.1g) in 50 ml of 2-propanol is added 2.0g of oxalic acid in 25 ml of 2-propanol. The precipitate that forms is filtered, dissolved in 20 ml of methanol, and 40 ml of chloroform is added. The solution is then concentrated to 50 ml and the solution cooled; a fine crystalline mass is deposited. Recrystallization from methanol-chloroform (1:2) yields the title compound, melting point 101°-102° C. Reactants: ClCCl, NOC1CCCCO1, O=C(O)c1ccc(CO)cc1. Yields the product O=C(NOC1CCCCO1)c1ccc(CO)cc1. RXN SMILES: [Cl:20][CH2:21][Cl:22].[O:12]1[CH:13]([O:18][NH2:19])[CH2:14][CH2:15][CH2:16][CH2:17]1.[OH:1][CH2:2][c:3]1[cH:4][cH:5][c:6]([C:7](=[O:8])[OH:9])[cH:10][cH:11]1>>[OH:1][CH2:2][c:3]1[cH:4][cH:5][c:6]([C:7](=[O:9])[NH:19][O:18][CH:13]2[O:12][CH2:17][CH2:16][CH2:15][CH2:14]2)[cH:10][cH:11]1. Reactants: C=CCBr, CC(C)(C)[O-], CN(C)C=O, COC(=O)C1CCCCC1, Cl, [K+], O. The product is C=CCC1(C(=O)OC)CCCCC1. Reaction SMILES: [CH2:11]([CH:12]=[CH2:13])[Br:14].[CH3:15][C:16]([CH3:17])([O-:18])[CH3:19].[CH3:22][N:23]([CH3:24])[CH:25]=[O:26].[CH:1]1([C:7](=[O:8])[O:9][CH3:10])[CH2:2][CH2:3][CH2:4][CH2:5][CH2:6]1.[ClH:21].[K+:20].[OH2:27]>>[C:1]1([C:7](=[O:8])[O:9][CH3:10])([CH2:13][CH:12]=[CH2:11])[CH2:2][CH2:3][CH2:4][CH2:5][CH2:6]1. The reactants are Br, Cl, Nc1nc(-c2cccc([N+](=O)[O-])c2)cs1, O=S(=O)(Cl)Cc1ccccc1, c1ccncc1. The product is O=[N+]([O-])c1cccc(-c2csc(NS(=O)(=O)Cc3ccccc3)n2)c1. Reaction SMILES: [BrH:1].[ClH:28].[N+:2](=[O:3])([O-:4])[c:5]1[cH:6][c:7](-[c:11]2[n:12][c:13]([NH2:16])[s:14][cH:15]2)[cH:8][cH:9][cH:10]1.[c:17]1([CH2:23][S:24](=[O:25])(=[O:26])[Cl:27])[cH:18][cH:19][cH:20][cH:21][cH:22]1.[cH:29]1[cH:30][cH:31][n:32][cH:33][cH:34]1>>[N+:2](=[O:3])([O-:4])[c:5]1[cH:6][c:7](-[c:11]2[n:12][c:13]([NH:16][S:24]([CH2:23][c:17]3[cH:18][cH:19][cH:20][cH:21][cH:22]3)(=[O:25])=[O:26])[s:14][cH:15]2)[cH:8][cH:9][cH:10]1. Reactants: CC(C)(C)OC(=O)N1CCC(n2ncc3c(Cl)ncnc32)CC1, O=C([O-])[O-], COc1ccc(O)c(OC)n1, CN(C)C=O, ClCCl, [K+], [K+], O. Product: COc1ccc(Oc2ncnc3c2cnn3C2CCN(C(=O)OC(C)(C)C)CC2)c(OC)n1. Reaction SMILES: [C:1]([CH3:2])([CH3:3])([CH3:4])[O:5][C:6](=[O:7])[N:8]1[CH2:9][CH2:10][CH:11]([n:14]2[n:15][cH:16][c:17]3[c:18]2[n:19][cH:20][n:21][c:22]3[Cl:23])[CH2:12][CH2:13]1.[C:35](=[O:36])([O-:37])[O-:38].[CH3:24][O:25][c:26]1[n:27][c:28]([O:33][CH3:34])[cH:29][cH:30][c:31]1[OH:32].[CH3:44][N:45]([CH3:46])[CH:47]=[O:48].[Cl:41][CH2:42][Cl:43].[K+:39].[K+:40].[OH2:49]>>[C:1]([CH3:2])([CH3:3])([CH3:4])[O:5][C:6](=[O:7])[N:8]1[CH2:9][CH2:10][CH:11]([n:14]2[n:15][cH:16][c:17]3[c:18]2[n:19][cH:20][n:21][c:22]3[O:32][c:31]2[c:26]([O:25][CH3:24])[n:27][c:28]([O:33][CH3:34])[cH:29][cH:30]2)[CH2:12][CH2:13]1. Reactants: ClC1=C(C=CC(=C1)NC1=C(C=CC=C1)CCNCC1OC(OC1)(C)C)C(=O)C1=C(C=CC=C1)C ((2-Chloro-4-{[2-(2-{[(2,2-dimethyl-1,3-dioxolan-4-yl)methyl]amino}ethyl)phenyl]amino}phenyl)(2-methylphenyl)methanone), C(=O)(O)[O-].[Na+] (NaHCO3). The solvent is Cl.C1CCOC1 (HCl THF). Run at time 18 hour. Yields the product ClC1=C(C=CC(=C1)NC1=C(C=CC=C1)CCNCC(CO)O)C(=O)C1=C(C=CC=C1)C ({2-Chloro-4-[(2-{2-[(2,3-dihydroxypropyl)amino]ethyl}phenyl)amino]phenyl}(2-methylphenyl)methanone). RXN SMILES: [Cl:1][C:2]1[CH:7]=[C:6]([NH:8][C:9]2[CH:14]=[CH:13][CH:12]=[CH:11][C:10]=2[CH2:15][CH2:16][NH:17][CH2:18][CH:19]2[CH2:23][O:22]C(C)(C)[O:20]2)[CH:5]=[CH:4][C:3]=1[C:26]([C:28]1[CH:33]=[CH:32][CH:31]=[CH:30][C:29]=1[CH3:34])=[O:27].C([O-])(O)=O.[Na+]>Cl.C1COCC1>[Cl:1][C:2]1[CH:7]=[C:6]([NH:8][C:9]2[CH:14]=[CH:13][CH:12]=[CH:11][C:10]=2[CH2:15][CH2:16][NH:17][CH2:18][CH:19]([OH:20])[CH2:23][OH:22])[CH:5]=[CH:4][C:3]=1[C:26]([C:28]1[CH:33]=[CH:32][CH:31]=[CH:30][C:29]=1[CH3:34])=[O:27] |f:1.2,3.4|. Reported procedure: Compound 144 was dissolved in 1M HCl/THF 1:1 (1.2 mL) and the mixture was stirred for 18 h at RT. The reaction mixture was poured into 10% aqueous NaHCO3 (10 mL) and the aqueous phase was extracted with EtOAc (3×10 mL). The combined organic phases were dried (MgSO4), filtered and evaporated in vacuo. This afforded the title compound as a yellow oil. Starting materials: CCOC(=O)CBr, CCCc1cc(O)ccc1OCCc1nc(-c2ccccc2)oc1C, [H-], [Na+], CN(C)C=O. The product is CCCc1cc(OCC(=O)OCC)ccc1OCCc1nc(-c2ccccc2)oc1C. RXN SMILES: [Br:28][CH2:29][C:30](=[O:31])[O:32][CH2:33][CH3:34].[CH3:1][c:2]1[c:3]([CH2:13][CH2:14][O:15][c:16]2[c:17]([CH2:23][CH2:24][CH3:25])[cH:18][c:19]([OH:22])[cH:20][cH:21]2)[n:4][c:5](-[c:7]2[cH:8][cH:9][cH:10][cH:11][cH:12]2)[o:6]1.[H-:27].[Na+:26].[O:35]=[CH:36][N:37]([CH3:38])[CH3:39]>>[CH3:1][c:2]1[c:3]([CH2:13][CH2:14][O:15][c:16]2[c:17]([CH2:23][CH2:24][CH3:25])[cH:18][c:19]([O:22][CH2:29][C:30](=[O:31])[O:32][CH2:33][CH3:34])[cH:20][cH:21]2)[n:4][c:5](-[c:7]2[cH:8][cH:9][cH:10][cH:11][cH:12]2)[o:6]1. Starting materials: CCO, [H][H], CCOC(=O)CCCc1cc(C(=O)c2cccc([N+](=O)[O-])c2)c2ccccn12, C1COCCO1. Product: CCOC(=O)CCCc1cc(C(=O)c2cccc(N)c2)c2ccccn12. Reaction SMILES: [CH2:31]([OH:32])[CH3:33].[H:29][H:30].[N+:1]([O-:2])(=[O:3])[c:4]1[cH:5][c:6]([C:7](=[O:8])[c:9]2[cH:10][c:11]([CH2:18][CH2:19][CH2:20][C:21](=[O:22])[O:23][CH2:24][CH3:25])[n:12]3[cH:13][cH:14][cH:15][cH:16][c:17]23)[cH:26][cH:27][cH:28]1.[O:34]1[CH2:35][CH2:36][O:37][CH2:38][CH2:39]1>>[NH2:1][c:4]1[cH:5][c:6]([C:7](=[O:8])[c:9]2[cH:10][c:11]([CH2:18][CH2:19][CH2:20][C:21](=[O:22])[O:23][CH2:24][CH3:25])[n:12]3[cH:13][cH:14][cH:15][cH:16][c:17]23)[cH:26][cH:27][cH:28]1.